This data is from the Open Reaction Database (ORD), a public repository of structured organic reaction records. The task is: describe an organic reaction: reactants, conditions, products, and yield The reactants are S1C=NC=C1 (thiazole), C(C(=O)OCC)(=O)OCC (diethyl oxalate), C(CCC)[Li] (n-butyllithium). Solvent: CCCCCC (hexane), C1CCCCC1 (cyclohexane). Yields the product O=C(C(=O)OCC)C=1SC=CN1 (Ethyl oxo-thiazol-2-ylacetate). As a reaction SMILES: [S:1]1[CH:5]=[CH:4][N:3]=[CH:2]1.[C:6](OCC)(=[O:12])[C:7]([O:9][CH2:10][CH3:11])=[O:8].C([Li])CCC>CCCCCC.C1CCCCC1>[O:12]=[C:6]([C:2]1[S:1][CH:5]=[CH:4][N:3]=1)[C:7]([O:9][CH2:10][CH3:11])=[O:8]. Procedure details: Prepared from thiazole and diethyl oxalate using Method KE-A. In this case the temperature was held at −35° C. and n-butyllithium in hexane was used in place of sec-butyllithium in cyclohexane. Reactants: P(OC)(OC)OC (trimethyl phosphite), ClC1=NC(=NS(N1C)(=O)=O)OC (5-chloro-6-methyl-3-methoxy-6H-1,2,4,6-thiatriazine-1,1-dioxide). Run in C1(=CC=CC=C1)C (toluene). Reaction conditions: temperature 70 celsius. The product is CN1C(=NC(=NS1(=O)=O)OC)P(=O)(OC)OC (6-Methyl-3-methoxy-5-dimethylphosphono-6H-1,2,4,6-thiatriazine-1,1-dioxide). Reaction SMILES: [P:1]([O:6]C)([O:4][CH3:5])[O:2][CH3:3].Cl[C:9]1[N:14]([CH3:15])[S:13](=[O:17])(=[O:16])[N:12]=[C:11]([O:18][CH3:19])[N:10]=1>C1(C)C=CC=CC=1>[CH3:15][N:14]1[S:13](=[O:17])(=[O:16])[N:12]=[C:11]([O:18][CH3:19])[N:10]=[C:9]1[P:1]([O:2][CH3:3])([O:4][CH3:5])=[O:6]. Procedure: 145 parts of trimethyl phosphite were added, in the course of 40 minutes, to 165 parts of 5-chloro-6-methyl-3-methoxy-6H-1,2,4,6-thiatriazine-1,1-dioxide in 550 parts of toluene at from 38° to 41° C., while stirring. The reaction mixture was heated to 70° C. in the course of 30 minutes, and stirring was continued at this temperature for 13/4 hours. Thereafter, the solution was decanted off from the small amount of tacky residue, and was freed from volatile constituents at 80° C./0.2 mbar. The re... Reactants: BrC1=CC=C2C(=C(C=NC2=C1)[N+](=O)[O-])Cl (7-Bromo-4-chloro-3-nitroquinoline), NCCCN1C(CCC1)=O (1-(3-aminopropyl)pyrrolidin-2-one). Product: BrC1=CC=C2C(=C(C=NC2=C1)[N+](=O)[O-])NCCCN1C(CCC1)=O (1-[3-(7-bromo-3-nitroquinolin-4-ylamino)propyl]pyrrolidin-2-one). Yield: 84.0%. Reaction SMILES: [Br:1][C:2]1[CH:11]=[C:10]2[C:5]([C:6](Cl)=[C:7]([N+:12]([O-:14])=[O:13])[CH:8]=[N:9]2)=[CH:4][CH:3]=1.[NH2:16][CH2:17][CH2:18][CH2:19][N:20]1[CH2:24][CH2:23][CH2:22][C:21]1=[O:25]>>[Br:1][C:2]1[CH:11]=[C:10]2[C:5]([C:6]([NH:16][CH2:17][CH2:18][CH2:19][N:20]3[CH2:24][CH2:23][CH2:22][C:21]3=[O:25])=[C:7]([N+:12]([O-:14])=[O:13])[CH:8]=[N:9]2)=[CH:4][CH:3]=1. Procedure details: 7-Bromo-4-chloro-3-nitroquinoline (35.26 g, 123.8 mmol) was treated with 1-(3-aminopropyl)pyrrolidin-2-one (19.1 mL, 136.2 mmol) according to the method described in Part E of Example 1 to provide 40.87 g of 1-[3-(7-bromo-3-nitroquinolin-4-ylamino)propyl]pyrrolidin-2-one as a yellow solid.